This data is from the Open Reaction Database (ORD), a public repository of structured organic reaction records. The task is: describe an organic reaction: reactants, conditions, products, and yield Reactants: N12C[C@H](C(CC1)CC2)OC2=NC=C(C=N2)C=2C=C(N)C=CC2 (3-{2-[(3S)-1-azabicyclo[2.2.2]oct-3-yloxy]pyrimidin-5-yl}aniline), C(\C=C\C(=O)O)(=O)O (fumaric acid). Reaction SMILES: [N:1]12[CH2:8][CH2:7][CH:4]([CH2:5][CH2:6]1)[C@H:3]([O:9][C:10]1[N:15]=[CH:14][C:13]([C:16]3[CH:17]=[C:18]([CH:20]=[CH:21][CH:22]=3)[NH2:19])=[CH:12][N:11]=1)[CH2:2]2.[C:23]([OH:30])(=[O:29])/[CH:24]=[CH:25]/[C:26]([OH:28])=[O:27]>C(OCC)(=O)C.C(O)C>[C:23]([OH:30])(=[O:29])/[CH:24]=[CH:25]/[C:26]([OH:28])=[O:27].[N:1]12[CH2:6][CH2:5][CH:4]([CH2:7][CH2:8]1)[C@H:3]([O:9][C:10]1[N:15]=[CH:14][C:13]([C:16]3[CH:17]=[C:18]([CH:20]=[CH:21][CH:22]=3)[NH2:19])=[CH:12][N:11]=1)[CH2:2]2 |f:2.3,4.5|. The product is C(\C=C\C(=O)O)(=O)O.N12C[C@H](C(CC1)CC2)OC2=NC=C(C=N2)C=2C=C(N)C=CC2 (3-{2-[(3S)-1-azabicyclo[2.2.2]oct-3-yloxy]pyrimidin-5-yl}aniline fumarate). Reported procedure: The product of Example 22B (284 mg, 0.96 mmol) in ethyl acetate:ethanol (1:1, 10 mL) was treated with fumaric acid (116 mg, 1.0 mmol) at ambient temperature for 10 hours. The title compound was obtained as a solid (351 mg, yield, 87%). 1H NMR (300 MHz, MeOH-d4) δ 1.78-2.13 (m, 3H), 2.22-2.38 (m, 1H), 2.48-2.55 (m, 1H), 3.12-3.39 (m, 5H), 3.71-3.83 (m, 1H), 5.31-5.39 (m, 1H), 6.67 (s, 1.8H), 6.76 (ddd, J=8.2, 2.1, 1.0 Hz, 1H), 6.90 (ddd, J=7.4, 1.7, 1.0 Hz, 1H) 6.94 (t, J=1.8 Hz, 1H), 7.21 (t, J=... Run in C(C)(=O)OCC.C(C)O (ethyl acetate ethanol).